From a dataset of the Open Reaction Database (ORD), a public repository of structured organic reaction records. describe an organic reaction: reactants, conditions, products, and yield Starting materials: C[Li] (methyllithium), solution, C[Li] (Methyllithium), solution, OC1C(CC(C23C1C(C(CC2)C3)(C)C)(C)C)=O (5-Hydroxy-2,2,7,7-tetramethyltricyclo[6.2.1.01.6]undecan-4-one), [Cl-].[NH4+] (ammonium chloride), ice. Solvent: C(C)OCC (diethyl ether), C(C)OCC (diethyl ether), C(C)OCC (diethyl ether). Conditions: time 1.5 hour. Yields the product CC1(C23C(C(C(C1)(O)C)O)C(C(CC2)C3)(C)C)C (2,2,4,7,7-Pentamethyltricyclo[6.2.1.01.6]undecane-4,5-diol). Isolated yield 46.0%. As a reaction SMILES: [CH3:1][Li].[OH:3][CH:4]1[CH:9]2[C:10]([CH3:16])([CH3:15])[CH:11]3[CH2:14][C:8]2([CH2:13][CH2:12]3)[C:7]([CH3:18])([CH3:17])[CH2:6][C:5]1=[O:19].[Cl-].[NH4+]>C(OCC)C>[CH3:17][C:7]1([CH3:18])[CH2:6][C:5]([CH3:1])([OH:19])[CH:4]([OH:3])[CH:9]2[C:10]([CH3:15])([CH3:16])[CH:11]3[CH2:14][C:8]12[CH2:13][CH2:12]3 |f:2.3|. Procedure details: Methyllithium (63 ml of a 1.6M solution in diethyl ether, 0.10 mol) was added over 1 h to a solution of crude 5-hydroxy-2,2,7,7-tetramethyltricyclo[6.2.1.01.6]undecan-4-one (4, 20 g, obtained as in Example 1c) in diethyl ether (200 ml), cooled below 10° C. After 1.5 h stirring, an additional portion of methyllithium (50 ml of a 1.6M solution in diethyl ether, 0.080 mol) was added and stirring continued overnight at room temperature. The reaction mixture was poured onto a stirred mixture of satur... The reactants are S1C(=CC=C1)C1=CN=CS1 (5-(2-thienyl)thiazole), C(CCC)[Li] (n-butyllithium), C(CCC)[Sn](CCCC)(CCCC)Cl (tributylstannyl chloride), C=1(C(=CC=CC1)C(=O)O[C@H]1C[C@@H](O[C@@H]1COC(=O)C=1C(=CC=CC1)C)N1C=CC=2C1=NC=CC2I)C (1-[2-deoxy-3,5-di-O-(toluoyl)-β-D-ribofuranosyl]-4-iodo-pyrrolo[2,3-b]pyridine), chlorobistriphenylphosphine palladium. Run in C(C)OCC (diethyl ether), CN(C)C=O (DMF). Run at temperature -78 celsius, time 30 minute. The product is [C@@H]1(C[C@H](O)[C@H](O1)CO)N1C=CC=2C1=NC=CC2C=2SC(=CN2)C=2SC=CC2 (1-[2-deoxy-β-D-ribofuranosyl]-4-[5-(2-thienyl)thiazol-2-yl]pyrrolo[2,3-b]pyridine). Reaction SMILES: [S:1]1[CH:5]=[CH:4][CH:3]=[C:2]1[C:6]1[S:10][CH:9]=[N:8][CH:7]=1.C([Li])CCC.C([Sn](Cl)(CCCC)CCCC)CCC.C1(C)C(C([O:38][C@@H:39]2[C@@H:43]([CH2:44][O:45]C(C3C(C)=CC=CC=3)=O)[O:42][C@@H:41]([N:55]3[C:59]4=[N:60][CH:61]=[CH:62][C:63](I)=[C:58]4[CH:57]=[CH:56]3)[CH2:40]2)=O)=CC=CC=1>C(OCC)C.CN(C=O)C>[C@@H:41]1([N:55]2[C:59]3=[N:60][CH:61]=[CH:62][C:63]([C:9]4[S:10][C:6]([C:2]5[S:1][CH:5]=[CH:4][CH:3]=5)=[CH:7][N:8]=4)=[C:58]3[CH:57]=[CH:56]2)[O:42][C@H:43]([CH2:44][OH:45])[C@@H:39]([OH:38])[CH2:40]1. Procedure details: A solution of 5-(2-thienyl)thiazole (0.4 mmol) in diethyl ether was cooled to −78° C., and n-butyllithium (0.4 mmol, 1.57 M solution in hexane) was added thereto, followed by stirring at −78° C. for 30 min. Furthermore, tributylstannyl chloride was added thereto, followed by stirring at room temperature for 30 min. The reaction solution was separated between ethyl acetate and water. The organic layer was washed with saturated brine and concentrated, and 1-[2-deoxy-3,5-di-O-(toluoyl)-β-D-ribofura... The reactants are BrC=1C=C(C=C(C1)C#N)OC=1C(=C(C=CC1Cl)CNC(=O)C1=C(N=CN1)Cl)F (N-({3-[(3-bromo-5-cyanophenyl)oxy]-4-chloro-2-fluorophenyl}methyl)-4-chloro-1H-imidazole-5-carboxamide), Palladium dichlorobistriphenylphosphine(II), TEA, C#CCC (1-butyne). The reagents and catalysts are [Cu]I (copper(I)iodide). The solvent is C1CCOC1 (THF). The product is C(#CCC)C=1C=C(C=C(C1)C#N)OC=1C(=C(C=CC1Cl)CNC(=O)C1=C(N=CN1)Cl)F (N-[(3-{[3-(1-butyn-1-yl)-5-cyanophenyl]oxy}-4-chloro-2-fluorophenyl)methyl]-4-chloro-1H-imidazole-5-carboxamide). Isolated yield 27.6%. As a reaction SMILES: Br[C:2]1[CH:3]=[C:4]([O:10][C:11]2[C:12]([F:28])=[C:13]([CH2:18][NH:19][C:20]([C:22]3[NH:26][CH:25]=[N:24][C:23]=3[Cl:27])=[O:21])[CH:14]=[CH:15][C:16]=2[Cl:17])[CH:5]=[C:6]([C:8]#[N:9])[CH:7]=1.[CH:29]#[C:30][CH2:31][CH3:32]>C1COCC1.[Cu]I>[C:29]([C:2]1[CH:3]=[C:4]([O:10][C:11]2[C:12]([F:28])=[C:13]([CH2:18][NH:19][C:20]([C:22]3[NH:26][CH:25]=[N:24][C:23]=3[Cl:27])=[O:21])[CH:14]=[CH:15][C:16]=2[Cl:17])[CH:5]=[C:6]([C:8]#[N:9])[CH:7]=1)#[C:30][CH2:31][CH3:32]. Procedure details: To a solution of N-({3-[(3-bromo-5-cyanophenyl)oxy]-4-chloro-2-fluorophenyl}methyl)-4-chloro-1H-imidazole-5-carboxamide (65 mg, 0.134 mmol), Palladium dichlorobistriphenylphosphine(II) (7.01 mg, 0.013 mmol), copper(I)iodide (25.6 mg, 0.134 mmol) and TEA (0.019 ml, 0.134 mmol) in THF (5 ml) was bubbled 1-butyne (7.26 mg, 0.134 mmol) for 5 minutes and the reaction mixture was irradiated in a personal microwave reactor for 10 minutes at 120° C. The solvent was removed and the crude material was pur... Reactants: CCN=C=NCCCN(C)C.Cl (EDCI hydrochloride), CC(COC1=C(C=CC=C1OC)/C=C/C=1N=C2SC=CN2C1C(=O)O)(C)C (6-{(E)-2-[2-(2,2-Dimethylpropoxy)-3-methoxyphenyl]vinyl}imidazo[2,1-b][1,3]thiazole-5-carboxylic acid), NC=1SC=C(N1)C1=CC=C(C#N)C=C1 (4-(2-amino-1,3-thiazol-4-yl)benzonitrile). The reagents and catalysts are CN(C)C=1C=CN=CC1 (DMAP). The solvent is C(Cl)Cl (DCM), CN(C)C=O (DMF). Yields the product C(#N)C1=CC=C(C=C1)C=1N=C(SC1)NC(=O)C1=C(N=C2SC=CN21)\C=C\C2=C(C(=CC=C2)OC)OCC(C)(C)C (N-[4-(4-Cyanophenyl)-1,3-thiazol-2-yl]-6-{(E)-2-[2-(2,2-dimethylpropoxy)-3-methoxyphenyl]vinyl}imidazo[2,1-b][1,3]thiazole-5-carboxamide), product. RXN SMILES: [CH3:1][C:2]([CH3:27])([CH3:26])[CH2:3][O:4][C:5]1[C:10]([O:11][CH3:12])=[CH:9][CH:8]=[CH:7][C:6]=1/[CH:13]=[CH:14]/[C:15]1[N:16]=[C:17]2[N:21]([C:22]=1[C:23]([OH:25])=O)[CH:20]=[CH:19][S:18]2.[NH2:28][C:29]1[S:30][CH:31]=[C:32]([C:34]2[CH:41]=[CH:40][C:37]([C:38]#[N:39])=[CH:36][CH:35]=2)[N:33]=1.CCN=C=NCCCN(C)C.Cl>CN(C1C=CN=CC=1)C.C(Cl)Cl.CN(C=O)C>[C:38]([C:37]1[CH:36]=[CH:35][C:34]([C:32]2[N:33]=[C:29]([NH:28][C:23]([C:22]3[N:21]4[C:17]([S:18][CH:19]=[CH:20]4)=[N:16][C:15]=3/[CH:14]=[CH:13]/[C:6]3[CH:7]=[CH:8][CH:9]=[C:10]([O:11][CH3:12])[C:5]=3[O:4][CH2:3][C:2]([CH3:27])([CH3:1])[CH3:26])=[O:25])[S:30][CH:31]=2)=[CH:41][CH:40]=1)#[N:39] |f:2.3|. Procedure: The title compound was prepared according to the general procedure (Method B) by coupling Intermediate 3 (130 mg, 0.336 mmol) with 4-(2-amino-1,3-thiazol-4-yl)benzonitrile (81 mg, 0.403 mmol) in the presence of EDCI hydrochloride (128 mg, 0.672 mmol) and DMAP (61 mg, 0.504 mmol) in a mixture of DCM and DMF (4:1, 5 mL) to give 27 mg of the product as an off-white solid; 1H NMR (300 MHz, DMSO-d6) δ 1.02 (s, 9H), 3.57 (s, 2H), 3.80 (s, 3H), 7.00 (d, J=8.4 Hz, 1H), 7.11 (t, J=7.8 Hz, 1H), 7.34 (d, J... Reactants: C(\C=C\CC)(=O)OC=1C=NC(=NC1)C1=CC=C(C=C1)C12CCC(CC1)(CC2)CCC (2-[4-(4-Propylbicyclo[2.2.2]octyl)phenyl]pyrimidin-5-yl (E)-pent-2-enoate), C(\C=C\CC)(=O)OC=1C=NC(=NC1)C1=CC=C(C=C1)C12CCC(CC1)(CC2)CCCCCCC (2-[4-(4-Heptylbicyclo[2.2.2]octyl)phenyl]pyrimidin-5-yl (E)-pent-2-enoate), C(\C=C\CCCCC)(=O)OC=1C=NC(=NC1)C1=CC=C(C=C1)C12CCC(CC1)(CC2)CCC (2-[4-(4-Propylbicyclo[2.2.2]octyl)phenyl]pyrimidin-5-yl (E)-oct-2-enoate), C(\C=C\CCCC)(=O)OC=1C=NC(=NC1)C1=CC=C(C=C1)C12CCC(CC1)(CC2)CCCCCCC (2-[4-(4-Heptylbicyclo[2.2.2]octyl)phenyl]pyrimidin-5-yl (E)-hept-2-enoate), C(\C=C\C)(=O)OC=1C=NC(=NC1)C1=CC=C(C=C1)C12CCC(CC1)(CC2)CCCCC (2-[4-(4-Pentylbicyclo[2.2.2]octyl)phenyl]pyrimidin-5-yl (E)-but-2-enoate), C(\C=C\CCCCC)(=O)OC=1C=NC(=NC1)C1=CC=C(C=C1)C12CCC(CC1)(CC2)CCCCCCC (2-[4-(4-Heptylbicyclo[2.2.2]octyl)phenyl]pyrimidin-5-yl (E)-oct-2-enoate), C(\C=C\CCCCC)(=O)OC=1C=NC(=NC1)C1=CC=C(C=C1)C12CCC(CC1)(CC2)CCCCC (2-[4-(4-Pentylbicyclo[2.2.2]octyl)phenyl]pyrimidin-5-yl (E)-oct-2-enoate), C(\C=C\CCC)(=O)OC=1C=NC(=NC1)C1=CC=C(C=C1)C12CCC(CC1)(CC2)CCCCCCC (2-[4-(4-Heptylbicyclo[2.2.2]octyl)phenyl]pyrimidin-5-yl (E)-hex-2-enoate), C(\C=C\C)(=O)OC=1C=NC(=NC1)C1=CC=C(C=C1)C12CCC(CC1)(CC2)CCCCCCC (2-[4-(4-Heptylbicyclo[2.2.2]octyl)phenyl]pyrimidin-5-yl (E)-but-2-enoate), C(\C=C\CCCC)(=O)OC=1C=NC(=NC1)C1=CC=C(C=C1)C12CCC(CC1)(CC2)CCCCC (2-[4-(4-Pentylbicyclo[2.2.2]octyl)phenyl]pyrimidin-5-yl (E)-hept-2-enoate), C(\C=C\CCC)(=O)OC=1C=NC(=NC1)C1=CC=C(C=C1)C12CCC(CC1)(CC2)CCC (2-[4-(4-Propylbicyclo[2.2.2]octyl)phenyl]pyrimidin-5-yl (E)-hex-2-enoate), C(\C=C\CCCC)(=O)OC=1C=NC(=NC1)C1=CC=C(C=C1)C12CCC(CC1)(CC2)CCC (2-[4-(4-Propylbicyclo[2.2.2]octyl)phenyl]pyrimidin-5-yl (E)-hept-2-enoate), C(\C=C\CC)(=O)OC=1C=NC(=NC1)C1=CC=C(C=C1)C12CCC(CC1)(CC2)CCCCC (2-[4-(4-Pentylbicyclo[2.2.2]octyl)phenyl]pyrimidin-5-yl (E)-pent-2-enoate). Yields the product C(\C=C\C)(=O)OC=1C=NC(=NC1)C1=CC=C(C=C1)C12CCC(CC1)(CC2)CCC (2-[4-(4-Propylbicyclo[2.2.2]octyl)phenyl]pyrimidin-5-yl (E)-but-2-enoate). Reaction SMILES: [C:1]([O:7][C:8]1[CH:9]=[N:10][C:11]([C:14]2[CH:19]=[CH:18][C:17]([C:20]34[CH2:27][CH2:26][C:23]([CH2:28][CH2:29][CH3:30])([CH2:24][CH2:25]3)[CH2:22][CH2:21]4)=[CH:16][CH:15]=2)=[N:12][CH:13]=1)(=[O:6])/[CH:2]=[CH:3]/[CH2:4]C.C(OC1C=NC(C2C=CC(C34CCC(CCC)(CC3)CC4)=CC=2)=NC=1)(=O)/C=C/CCC.C(OC1C=NC(C2C=CC(C34CCC(CCC)(CC3)CC4)=CC=2)=NC=1)(=O)/C=C/CCCC.C(OC1C=NC(C2C=CC(C34CCC(CCC)(CC3)CC4)=CC=2)=NC=1)(=O)/C=C/CCCCC.C(OC1C=NC(C2C=CC(C34CCC(CCCCC)(CC3)CC4)=CC=2)=NC=1)(=O)/C=C/C.C(OC1C=NC(C2C=CC(C34CCC(CCCCC)(CC3)CC4)=CC=2)=NC=1)(=O)/C=C/CC.C(OC1C=NC(C2C=CC(C34CCC(CCCCC)(CC3)CC4)=CC=2)=NC=1)(=O)/C=C/CCCC.C(OC1C=NC(C2C=CC(C34CCC(CCCCC)(CC3)CC4)=CC=2)=NC=1)(=O)/C=C/CCCCC.C(OC1C=NC(C2C=CC(C34CCC(CCCCCCC)(CC3)CC4)=CC=2)=NC=1)(=O)/C=C/C.C(OC1C=NC(C2C=CC(C34CCC(CCCCCCC)(CC3)CC4)=CC=2)=NC=1)(=O)/C=C/CC.C(OC1C=NC(C2C=CC(C34CCC(CCCCCCC)(CC3)CC4)=CC=2)=NC=1)(=O)/C=C/CCC.C(OC1C=NC(C2C=CC(C34CCC(CCCCCCC)(CC3)CC4)=CC=2)=NC=1)(=O)/C=C/CCCC.C(OC1C=NC(C2C=CC(C34CCC(CCCCCCC)(CC3)CC4)=CC=2)=NC=1)(=O)/C=C/CCCCC>>[C:1]([O:7][C:8]1[CH:13]=[N:12][C:11]([C:14]2[CH:15]=[CH:16][C:17]([C:20]34[CH2:25][CH2:24][C:23]([CH2:28][CH2:29][CH3:30])([CH2:22][CH2:21]3)[CH2:26][CH2:27]4)=[CH:18][CH:19]=2)=[N:10][CH:9]=1)(=[O:6])/[CH:2]=[CH:3]/[CH3:4]. Procedure details: 2-[4-(4-Propylbicyclo[2.2.2]octyl)phenyl]pyrimidin-5-yl (E)-pent-2-enoate. 2-[4-(4-Propylbicyclo[2.2.2]octyl)phenyl]pyrimidin-5-yl (E)-hex-2-enoate. 2-[4-(4-Propylbicyclo[2.2.2]octyl)phenyl]pyrimidin-5-yl (E)-hept-2-enoate. 2-[4-(4-Propylbicyclo[2.2.2]octyl)phenyl]pyrimidin-5-yl (E)-oct-2-enoate. 2-[4-(4-Pentylbicyclo[2.2.2]octyl)phenyl]pyrimidin-5-yl (E)-but-2-enoate. 2-[4-(4-Pentylbicyclo[2.2.2]octyl)phenyl]pyrimidin-5-yl (E)-pent-2-enoate. 2-[4-(4-Pentylbicyclo[2.2.2]octyl)phenyl]pyrimidin-5-... The reactants are C(#N)C1=CC=C(C=C1)O (4-cyanophenol), BrC(CC)Cl (bromochloropropane), C([O-])([O-])=O.[K+].[K+] (potassium carbonate). Solvent: CC(=O)C (acetone). Product: ClCCCOC1=CC=C(C#N)C=C1 (4-(3-Chloropropoxy)benzonitrile). RXN SMILES: [C:1]([C:3]1[CH:8]=[CH:7][C:6]([OH:9])=[CH:5][CH:4]=1)#[N:2].Br[CH:11]([Cl:14])[CH2:12][CH3:13].C(=O)([O-])[O-].[K+].[K+]>CC(C)=O>[Cl:14][CH2:11][CH2:12][CH2:13][O:9][C:6]1[CH:7]=[CH:8][C:3]([C:1]#[N:2])=[CH:4][CH:5]=1 |f:2.3.4|. Procedure details: A mixture of 4-cyanophenol, 125.0 g (1.05 mole), bromochloropropane, 189.0 g (1.2 mole) and potassium carbonate, 145.0 g (1.05 mole) was heated overnight at reflux in 750 ml of acetone. The reaction mixture was filtered and stripped to dryness. The resulting residue was dissolved in chloroform and extracted with 5% sodium hydroxide. Removal of chloroform gave an oil which crystallized to a white solid. A 5 g sample was recrystallized from isopropyl ether. This furnished 1.22 g (24.4%) of white s...